Dataset: the Open Reaction Database (ORD), a public repository of structured organic reaction records. Task: describe an organic reaction: reactants, conditions, products, and yield Starting materials: ClC1=NC2=C(N1[C@H]1[C@H](OC(C)=O)[C@H](OC(C)=O)[C@H](O1)COC(C)=O)C=CC=C2 (2-Chloro-1-(2,3,5-tri-O-acetyl-β-D-ribofuranosyl)-1H-benzimidazole), C[O-].[Na+].CO (sodium methoxide methanol). The solvent is CO (methanol). Run at time 1 hour. The product is ClC1=NC2=C(N1[C@H]1[C@H](O)[C@H](O)[C@H](O1)CO)C=CC=C2 (2-Chloro-1-(β-D-ribofuranosyl)-1H-benzimidazole). Isolated yield 99.7%. Reaction SMILES: [Cl:1][C:2]1[N:6]([C@@H:7]2[O:19][C@H:18]([CH2:20][O:21]C(=O)C)[C@@H:13]([O:14]C(=O)C)[C@H:8]2[O:9]C(=O)C)[C:5]2[CH:25]=[CH:26][CH:27]=[CH:28][C:4]=2[N:3]=1.C[O-].[Na+].CO>CO>[Cl:1][C:2]1[N:6]([C@@H:7]2[O:19][C@H:18]([CH2:20][OH:21])[C@@H:13]([OH:14])[C@H:8]2[OH:9])[C:5]2[CH:25]=[CH:26][CH:27]=[CH:28][C:4]=2[N:3]=1 |f:1.2.3|. Reported procedure: 2-Chloro-1-(2,3,5-tri-O-acetyl-β-D-ribofuranosyl)-1H-benzimidazole (12.3 g) was dissolved in methanol (150 mL). To the mixture was added 28% sodium methoxide-methanol solution (1 mL), and the mixture was stirred for 1 hour. The reaction mixture was concentrated under reduced pressure to give the title compound (8.5 g). The reactants are Nc1cnc(OC2CCC2)c(-c2ccc(Cl)cc2)c1, O=C(O)c1cnccn1. As a reaction SMILES: [Cl:1][c:2]1[cH:3][cH:4][c:5](-[c:8]2[cH:9][c:10]([NH2:19])[cH:11][n:12][c:13]2[O:14][CH:15]2[CH2:16][CH2:17][CH2:18]2)[cH:6][cH:7]1.[n:20]1[c:21]([C:26](=[O:27])[OH:28])[cH:22][n:23][cH:24][cH:25]1>>[Cl:1][c:2]1[cH:3][cH:4][c:5](-[c:8]2[cH:9][c:10]([NH:19][C:26]([c:21]3[n:20][cH:25][cH:24][n:23][cH:22]3)=[O:27])[cH:11][n:12][c:13]2[O:14][CH:15]2[CH2:16][CH2:17][CH2:18]2)[cH:6][cH:7]1. The product is O=C(Nc1cnc(OC2CCC2)c(-c2ccc(Cl)cc2)c1)c1cnccn1. Reactants: C(C)(C)(C)C1=C(C(=CC(=C1)S)C(C)(C)C)O (2,6-di-tert-butyl-4-mercaptophenol), C(\C=C/C(=O)OCCCC)(=O)OCCCC (di-n-butyl maleate). Run in C(C)N(CC)CC (triethylamine). Product: C(C)(C)(C)C=1C=C(C=C(C1O)C(C)(C)C)SC(C(=O)OCCCC)CC(=O)OCCCC (Di-n-butyl 2-(3,5-di-tert-butyl-4-hydroxyphenylthio)succinate). As a reaction SMILES: [C:1]([C:5]1[CH:10]=[C:9]([SH:11])[CH:8]=[C:7]([C:12]([CH3:15])([CH3:14])[CH3:13])[C:6]=1[OH:16])([CH3:4])([CH3:3])[CH3:2].[C:17]([O:28][CH2:29][CH2:30][CH2:31][CH3:32])(=[O:27])/[CH:18]=[CH:19]\[C:20]([O:22][CH2:23][CH2:24][CH2:25][CH3:26])=[O:21]>C(N(CC)CC)C>[C:1]([C:5]1[CH:10]=[C:9]([S:11][CH:18]([CH2:19][C:20]([O:22][CH2:23][CH2:24][CH2:25][CH3:26])=[O:21])[C:17]([O:28][CH2:29][CH2:30][CH2:31][CH3:32])=[O:27])[CH:8]=[C:7]([C:12]([CH3:15])([CH3:14])[CH3:13])[C:6]=1[OH:16])([CH3:4])([CH3:3])[CH3:2]. Procedure details: The procedure of Example 1 is repeated using 11.92 grams of 2,6-di-tert-butyl-4-mercaptophenol, 11.41 grams of di-n-butyl maleate, and 0.5 gram of triethylamine. The product is purified by dry column chromatography to give a clear syrup. Reactants: COC(=O)c1ccc2ccn(Cc3cc(F)cc(F)c3)c2c1, ClCCl, O=[N+]([O-])c1ccccc1SCl. Yields the product COC(=O)c1ccc2c(Sc3ccccc3[N+](=O)[O-])cn(Cc3cc(F)cc(F)c3)c2c1. Reaction SMILES: [CH3:1][O:2][C:3](=[O:4])[c:5]1[cH:6][cH:7][c:8]2[cH:9][cH:10][n:11]([CH2:14][c:15]3[cH:16][c:17]([F:22])[cH:18][c:19]([F:21])[cH:20]3)[c:12]2[cH:13]1.[Cl:34][CH2:35][Cl:36].[N+:23](=[O:24])([O-:25])[c:26]1[c:27]([S:32][Cl:33])[cH:28][cH:29][cH:30][cH:31]1>>[CH3:1][O:2][C:3](=[O:4])[c:5]1[cH:6][cH:7][c:8]2[c:9]([S:32][c:27]3[c:26]([N+:23](=[O:24])[O-:25])[cH:31][cH:30][cH:29][cH:28]3)[cH:10][n:11]([CH2:14][c:15]3[cH:16][c:17]([F:22])[cH:18][c:19]([F:21])[cH:20]3)[c:12]2[cH:13]1. Reactants: COc1c(C=O)cccn1, CC1=CN=C(C=C1)N, [C-]#[N+]C1CCCCC1. The reagents and catalysts are O=C(O)C(F)(F)F (trifluoroacetic acid). The solvent is CC(C)O (isopropyl alcohol), CC(C)O (isopropylalcohol). Conditions: temperature 22 celsius, time 20 hour. Product: Cc1ccc2nc(c3cccnc3OC)c(NC3CCCCC3)n2c1. The yield is 87.3%. RXN SMILES: CC1=CC=C(N)N=C1.[C-]#[N+]C1CCCCC1.COC1=C(C=O)C=CC=N1>>COC1=C(C=CC=N1)C1=C(NC2CCCCC2)N2C=C(C)C=CC2=N1. Reactants: [N+](=O)([O-])C1=C(C(=O)Cl)C=CC=C1 (2-Nitrobenzoyl chloride), BrC1=CN(C=2N=CN=C(C21)Cl)C2CCCC2 (5-Bromo-4-chloro-7-cyclopentyl-7H-pyrrolo[2,3-d]pyrimidine), NC=1C2=C(N=CN1)N(C=C2C(=O)C2=CC(=CC=C2)N)C2CCCC2 ((4-Amino-7-cyclopentyl-7H-pyrrolo[2,3-d]pyrimidin-5-yl)-(3-amino-phenyl)-methanone). Yields the product NC=1C2=C(N=CN1)N(C=C2C(=O)C2=C(C=CC=C2)N)C2CCCC2 ((4-Amino-7-cyclopentyl-7H-pyrrolo[2,3-d]pyrimidin-5-yl)-(2-amino-phenyl)methanone). RXN SMILES: [N+:1]([C:4]1[CH:12]=[CH:11][CH:10]=[CH:9][C:5]=1[C:6](Cl)=[O:7])([O-])=O.BrC1C2C(Cl)=NC=NC=2N(C2CCCC2)C=1.[NH2:29][C:30]1[C:31]2[C:38](C(C3C=CC=C(N)C=3)=O)=[CH:37][N:36]([CH:48]3[CH2:52][CH2:51][CH2:50][CH2:49]3)[C:32]=2[N:33]=[CH:34][N:35]=1>>[NH2:29][C:30]1[C:31]2[C:38]([C:6]([C:5]3[CH:9]=[CH:10][CH:11]=[CH:12][C:4]=3[NH2:1])=[O:7])=[CH:37][N:36]([CH:48]3[CH2:52][CH2:51][CH2:50][CH2:49]3)[C:32]=2[N:33]=[CH:34][N:35]=1. Procedure details: The title compound was prepared from 2-Nitrobenzoyl chloride and 5-Bromo-4-chloro-7-cyclopentyl-7H-pyrrolo[2,3-d]pyrimidine by procedures analogous to those described for the preparation of (4-Amino-7-cyclopentyl-7H-pyrrolo[2,3-d]pyrimidin-5-yl)-(3-amino-phenyl)-methanone. MS: 322.3 (MH+); HPLC Rf: 5.52 min. (HPLC method 4). The reactants are CN(C=O)C (N,N-dimethylformamide), FC=1C(=C2C(C(=CN(C2=C(C1F)F)[C@H]1[C@H](C1)F)C(=O)O)=O)C (6,7,8-trifluoro-1-[2-(S)-fluoro-1-(R)-cyclopropyl]-5-methyl-4-oxo-1,4-dihydroquinoline-3-carboxylic acid), Cl.Cl.N12CCNC(CC1)C2 (1,4-diazabicyclo[3.2.1]octane dihydrochloride). Run in C(C)N(CC)CC (triethylamine). Reaction conditions: temperature 100 celsius, time 1 hour. The product is N12CCN(C(CC1)C2)C2=C(C(=C1C(C(=CN(C1=C2F)[C@H]2[C@H](C2)F)C(=O)O)=O)C)F (7-(1,4-Diazabicyclo[3.2.1]octan-4-yl)-6,8-difluoro-1-[2-(S)-fluoro-1-(R)-cyclopropyl]-5-methyl-4-oxo-1,4-dihydroquinoline-3-carboxylic Acid). Isolated yield 62.3%. Reaction SMILES: CN(C)C=O.[F:6][C:7]1[C:8]([CH3:27])=[C:9]2[C:14](=[C:15]([F:18])[C:16]=1F)[N:13]([C@@H:19]1[CH2:21][C@@H:20]1[F:22])[CH:12]=[C:11]([C:23]([OH:25])=[O:24])[C:10]2=[O:26].Cl.Cl.[N:30]12[CH2:37][CH:34]([CH2:35][CH2:36]1)[NH:33][CH2:32][CH2:31]2>C(N(CC)CC)C>[N:30]12[CH2:37][CH:34]([CH2:35][CH2:36]1)[N:33]([C:16]1[C:15]([F:18])=[C:14]3[C:9]([C:10](=[O:26])[C:11]([C:23]([OH:25])=[O:24])=[CH:12][N:13]3[C@@H:19]3[CH2:21][C@@H:20]3[F:22])=[C:8]([CH3:27])[C:7]=1[F:6])[CH2:32][CH2:31]2 |f:2.3.4|. Reported procedure: To 5 ml of dried N,N-dimethylformamide were added 211 mg of 6,7,8-trifluoro-1-[2-(S)-fluoro-1-(R)-cyclopropyl]-5-methyl-4-oxo-1,4-dihydroquinoline-3-carboxylic acid, 372 mg of 1,4-diazabicyclo[3.2.1]octane dihydrochloride, and 2 ml of triethylamine, and the mixture was stirred at 100° C. for 1 hour. After allowing to cool, the reaction mixture was concentrated under reduced pressure, and the residue was dissolved in a 1N sodium hydroxide aqueous solution while cooling with ice. After neutralizin... Starting materials: N(=O)OS(O)(=O)=O (nitrosylsulfuric acid), [N+](=O)([O-])C1=CC=C(O1)C1=NN(C=C1C(=O)N)C1=CC=CC=C1 (3-(5-nitro-2-furyl)-1-phenylpyrazole-4-carboxamide), ice, O (water). Solvent: P(O)(O)(O)=O (orthophosphoric acid). The product is [N+](=O)([O-])C1=CC=C(O1)C1=NN(C=C1C(=O)O)C1=CC=CC=C1 (3-(5-nitro-2-furyl)-1-phenylpyrazole-4-carboxylic acid). The yield is 98.0%. RXN SMILES: N(OS(=O)(=O)O)=[O:2].[N+:8]([C:11]1[O:15][C:14]([C:16]2[C:20]([C:21](N)=[O:22])=[CH:19][N:18]([C:24]3[CH:29]=[CH:28][CH:27]=[CH:26][CH:25]=3)[N:17]=2)=[CH:13][CH:12]=1)([O-:10])=[O:9].O>P(=O)(O)(O)O>[N+:8]([C:11]1[O:15][C:14]([C:16]2[C:20]([C:21]([OH:2])=[O:22])=[CH:19][N:18]([C:24]3[CH:29]=[CH:28][CH:27]=[CH:26][CH:25]=3)[N:17]=2)=[CH:13][CH:12]=1)([O-:10])=[O:9]. Reported procedure: Add 36 g of 98% nitrosylsulfuric acid (under cooling with ice) dropwise to a suspension of 50 g 3-(5-nitro-2-furyl)-1-phenylpyrazole-4-carboxamide in 830 ml of 89% orthophosphoric acid, whereupon the temperature rises from 0° C to 35° C. Stir the resulting reaction mixture for 18 hours at room temperature and pour the produced solution onto 5 kg of ice and water. Separate the formed precipitate and wash it with water until it is no longer acid to obtain a 98% yield of 3-(5-nitro-2-furyl)-1-pheny...